Dataset: the Open Reaction Database (ORD), a public repository of structured organic reaction records. Task: describe an organic reaction: reactants, conditions, products, and yield Reactants: C(C)(CC)SC1=NC(=CC=C1)CCl (2-sec-Butylsulfanyl-6-chloromethyl-pyridine), C(C)OC(C(CC1=CC(=C(C(=C1)F)O)F)C)=O (3-(3,5-difluoro-4-hydroxy-phenyl)-2-methyl-propionic acid ethyl ester). Yields the product C(C)OC(C(CC1=CC(=C(C(=C1)F)OCC1=NC(=CC=C1)SC(C)CC)F)C)=O (3-[4-(6-sec-butylsulfanyl-pyridin-2-ylmethoxy)-3,5-difluoro-phenyl]-2-methyl-propionic acid ethyl ester). The yield is 90.8%. Reaction SMILES: [CH:1]([S:5][C:6]1[CH:11]=[CH:10][CH:9]=[C:8]([CH2:12]Cl)[N:7]=1)([CH2:3][CH3:4])[CH3:2].[CH2:14]([O:16][C:17](=[O:30])[CH:18]([CH3:29])[CH2:19][C:20]1[CH:25]=[C:24]([F:26])[C:23]([OH:27])=[C:22]([F:28])[CH:21]=1)[CH3:15]>>[CH2:14]([O:16][C:17](=[O:30])[CH:18]([CH3:29])[CH2:19][C:20]1[CH:25]=[C:24]([F:26])[C:23]([O:27][CH2:12][C:8]2[CH:9]=[CH:10][CH:11]=[C:6]([S:5][CH:1]([CH2:3][CH3:4])[CH3:2])[N:7]=2)=[C:22]([F:28])[CH:21]=1)[CH3:15]. Procedure: 2-sec-Butylsulfanyl-6-chloromethyl-pyridine (28 mg, 0.13 mmol) in Step C of Preparation Example 5 and 3-(3,5-difluoro-4-hydroxy-phenyl)-2-methyl-propionic acid ethyl ester (30 mg, 0.13 mmol) in Step B of Preparation Example 34 were used to react in the same manner as in Step A of Example 1 to obtain the title compound (50 mg, 96%). Starting materials: OC=1C=NC=CC1 (3-hydroxypyridine), [H-].[Na+] (sodium hydride), ice water, BrCC(=O)OC (methyl bromoacetate). Run in CN(C)C=O (DMF). Run at time 30 minute. The product is N1=CC(=CC=C1)OCC(=O)OC (methyl 2-(3-pyridyloxy)acetate). Isolated yield 19.3%. Reaction SMILES: [OH:1][C:2]1[CH:3]=[N:4][CH:5]=[CH:6][CH:7]=1.[H-].[Na+].Br[CH2:11][C:12]([O:14][CH3:15])=[O:13]>CN(C=O)C>[N:4]1[CH:5]=[CH:6][CH:7]=[C:2]([O:1][CH2:11][C:12]([O:14][CH3:15])=[O:13])[CH:3]=1 |f:1.2|. Reported procedure: To a solution of 3-hydroxypyridine(5 g) in DMF(50 ml) was added slowly sodium hydride(2.1 g) under ice cooling. After the addition was completed, the reaction mixture was warmed up to room temperature and stirred at the same temperature for 30 minutes. The mixture was cooled with ice and methyl bromoacetate (8.1 g) was added slowly. After the addition was completed, the reaction mixture was stirred at room temperature for 15 hours and poured into ice water. The product was extracted with ethyl a... Starting materials: [Cl-].O[NH3+] (hydroxylammonium chloride), C(O)([O-])=O.[Na+] (sodium hydrogen carbonate), CS(=O)C (dimethyl sulfoxide), C(CCC)C=1N(C(C(=C(N1)C)C=1C=CC2=C(CCO2)C1)=O)CC1=C(C=C(C=C1)C=1C(=CC=CC1)C#N)F (4′-{[2-butyl-5-(2,3-dihydro-1-benzofuran-5-yl)-4-methyl-6-oxopyrimidin-1(6H)-yl]methyl}-3′-fluorobiphenyl-2-carbonitrile). Solvent: O (water). Conditions: temperature 40 celsius, time 30 minute. Product: C(CCC)C1=NC(=C(C(N1CC1=C(C=C(C=C1)C1=C(C=CC=C1)C1=NOC(N1)=O)F)=O)C=1C=CC2=C(CCO2)C1)C (2-butyl-5-(2,3-dihydro-1-benzofuran-5-yl)-3-{[3-fluoro-2′-(5-oxo-4,5-dihydro-1,2,4-oxadiazol-3-yl)biphenyl-4-yl]methyl}-6-methylpyrimidin-4(3H)-one). Yield: 78.9%. As a reaction SMILES: [Cl-].O[NH3+:3].[C:4](=[O:7])([O-])[OH:5].[Na+].CS(C)=O.[CH2:13]([C:17]1[N:18]([CH2:34][C:35]2[CH:40]=[CH:39][C:38]([C:41]3[C:42]([C:47]#[N:48])=[CH:43][CH:44]=[CH:45][CH:46]=3)=[CH:37][C:36]=2[F:49])[C:19](=[O:33])[C:20]([C:24]2[CH:25]=[CH:26][C:27]3[O:31][CH2:30][CH2:29][C:28]=3[CH:32]=2)=[C:21]([CH3:23])[N:22]=1)[CH2:14][CH2:15][CH3:16]>O>[CH2:13]([C:17]1[N:18]([CH2:34][C:35]2[CH:40]=[CH:39][C:38]([C:41]3[CH:46]=[CH:45][CH:44]=[CH:43][C:42]=3[C:47]3[NH:3][C:4](=[O:7])[O:5][N:48]=3)=[CH:37][C:36]=2[F:49])[C:19](=[O:33])[C:20]([C:24]2[CH:25]=[CH:26][C:27]3[O:31][CH2:30][CH2:29][C:28]=3[CH:32]=2)=[C:21]([CH3:23])[N:22]=1)[CH2:14][CH2:15][CH3:16] |f:0.1,2.3|. Procedure details: A mixture of hydroxylammonium chloride (1.02 g), sodium hydrogen carbonate (1.45 g) and dimethyl sulfoxide (5 mL) was stirred at 40° C. for 30 min, 4′-{[2-butyl-5-(2,3-dihydro-1-benzofuran-5-yl)-4-methyl-6-oxopyrimidin-1(6H)-yl]methyl}-3′-fluorobiphenyl-2-carbonitrile (0.43 g) was added, and the mixture was stirred at 90° C. for 16 hr. The mixture was allowed to cool to room temperature, water was added to the reaction mixture, and the precipitate was collected by filtration. The obtained solid ... Reactants: CN1C2CCC1CNC2, COCCOC, Cc1ccccc1, [Na+], [OH-], O=C(O)c1ccco1, O=S(Cl)Cl. Yields the product CN1C2CCC1CN(C(=O)c1ccco1)C2. RXN SMILES: [CH3:13][N:14]1[CH:15]2[CH2:16][NH:17][CH2:18][CH:19]1[CH2:20][CH2:21]2.[CH3:24][O:25][CH2:26][CH2:27][O:28][CH3:29].[CH3:30][c:31]1[cH:32][cH:33][cH:34][cH:35][cH:36]1.[Na+:23].[OH-:22].[OH:1][C:2](=[O:3])[c:4]1[cH:5][cH:6][cH:7][o:8]1.[S:9]([Cl:10])([Cl:11])=[O:12]>>[C:2](=[O:3])([c:4]1[cH:5][cH:6][cH:7][o:8]1)[N:17]1[CH2:16][CH:15]2[N:14]([CH3:13])[CH:19]([CH2:18]1)[CH2:20][CH2:21]2. Product: Nc1cc(C(F)(F)F)ccc1C(=O)OC1CCN(Cc2ccccc2)CC1. Reactants: CCO, O=C(OC1CCN(Cc2ccccc2)CC1)c1ccc(C(F)(F)F)cc1[N+](=O)[O-]. RXN SMILES: [CH3:30][CH2:31][OH:32].[N+:1]([O-:2])(=[O:3])[c:4]1[c:5]([C:6](=[O:7])[O:8][CH:9]2[CH2:10][CH2:11][N:12]([CH2:15][c:16]3[cH:17][cH:18][cH:19][cH:20][cH:21]3)[CH2:13][CH2:14]2)[cH:22][cH:23][c:24]([C:26]([F:27])([F:28])[F:29])[cH:25]1>>[NH2:1][c:4]1[c:5]([C:6](=[O:7])[O:8][CH:9]2[CH2:10][CH2:11][N:12]([CH2:15][c:16]3[cH:17][cH:18][cH:19][cH:20][cH:21]3)[CH2:13][CH2:14]2)[cH:22][cH:23][c:24]([C:26]([F:27])([F:28])[F:29])[cH:25]1.